This data is from the Open Reaction Database (ORD), a public repository of structured organic reaction records. The task is: describe an organic reaction: reactants, conditions, products, and yield Starting materials: CC(C)(Oc1cccc(C2CCCNC2)c1)C(=O)OCc1ccccc1, ClCCl, CCN=C=NCCCN(C)C, CC(C)c1ccc(C=CC(=O)O)cc1, Cl. Yields the product CC(C)c1ccc(C=CC(=O)N2CCCC(c3cccc(OC(C)(C)C(=O)OCc4ccccc4)c3)C2)cc1. As a reaction SMILES: [CH2:1]([c:2]1[cH:3][cH:4][cH:5][cH:6][cH:7]1)[O:8][C:9]([C:10]([CH3:11])([O:12][c:13]1[cH:14][c:15]([CH:19]2[CH2:20][NH:21][CH2:22][CH2:23][CH2:24]2)[cH:16][cH:17][cH:18]1)[CH3:25])=[O:26].[CH2:53]([Cl:54])[Cl:55].[CH3:42][N:43]([CH3:44])[CH2:45][CH2:46][CH2:47][N:48]=[C:49]=[N:50][CH2:51][CH3:52].[CH:27]([CH3:28])([CH3:29])[c:30]1[cH:31][cH:32][c:33]([CH:34]=[CH:35][C:36](=[O:37])[OH:38])[cH:39][cH:40]1.[ClH:41]>>[CH2:1]([c:2]1[cH:3][cH:4][cH:5][cH:6][cH:7]1)[O:8][C:9]([C:10]([CH3:11])([O:12][c:13]1[cH:14][c:15]([CH:19]2[CH2:20][N:21]([C:36]([CH:35]=[CH:34][c:33]3[cH:32][cH:31][c:30]([CH:27]([CH3:28])[CH3:29])[cH:40][cH:39]3)=[O:37])[CH2:22][CH2:23][CH2:24]2)[cH:16][cH:17][cH:18]1)[CH3:25])=[O:26]. Starting materials: N#CCOc1ccc(F)c(C(N)=O)c1F, COCCO, CCO, Nc1nc2c(Cl)cccc2s1, Cl, [K+], [OH-], O. Product: NC(=O)c1c(F)ccc(OCc2nc3c(Cl)cccc3s2)c1F. Reaction SMILES: [C:15](#[N:16])[CH2:17][O:18][c:19]1[c:20]([F:29])[c:21]([C:26](=[O:27])[NH2:28])[c:22]([F:25])[cH:23][cH:24]1.[CH3:31][O:32][CH2:33][CH2:34][OH:35].[CH3:36][CH2:37][OH:38].[Cl:3][c:4]1[cH:5][cH:6][cH:7][c:8]2[c:9]1[n:10][c:11]([NH2:13])[s:12]2.[ClH:14].[K+:2].[OH-:1].[OH2:30]>>[Cl:3][c:4]1[cH:5][cH:6][cH:7][c:8]2[c:9]1[n:10][c:11]([CH2:17][O:18][c:19]1[c:20]([F:29])[c:21]([C:26](=[O:27])[NH2:28])[c:22]([F:25])[cH:23][cH:24]1)[s:12]2. The reactants are C(CCCCC)C=1C=CC(=NC1)C1=CC=C(C=C1)[C@@H]1CC[C@H](CC1)COCC1=CC=C(C=C1)OC (5-hexyl-2-[p-(trans-4-(p-anisyloxymethyl)cyclohexyl)phenyl]pyridine), C(C)#N (acetonitrile), [N+](=O)([O-])[O-].[NH4+] (ammonium nitrate). Solvent: O (water), O (water). Product: C(CCCCC)C=1C=CC(=NC1)C1=CC=C(C=C1)[C@@H]1CC[C@H](CC1)CO (5-hexyl-2-[p-(trans-4-(hydroxymethyl)-cyclohexyl)phenyl]pyridine). Reaction SMILES: [CH2:1]([C:7]1[CH:8]=[CH:9][C:10]([C:13]2[CH:18]=[CH:17][C:16]([C@H:19]3[CH2:24][CH2:23][C@H:22]([CH2:25][O:26]CC4C=CC(OC)=CC=4)[CH2:21][CH2:20]3)=[CH:15][CH:14]=2)=[N:11][CH:12]=1)[CH2:2][CH2:3][CH2:4][CH2:5][CH3:6].C(#N)C.[N+]([O-])([O-])=O.[NH4+]>O>[CH2:1]([C:7]1[CH:8]=[CH:9][C:10]([C:13]2[CH:18]=[CH:17][C:16]([C@H:19]3[CH2:20][CH2:21][C@H:22]([CH2:25][OH:26])[CH2:23][CH2:24]3)=[CH:15][CH:14]=2)=[N:11][CH:12]=1)[CH2:2][CH2:3][CH2:4][CH2:5][CH3:6] |f:2.3|. Procedure details: A mixture of 0.485 g of 5-hexyl-2-[p-(trans-4-(p-anisyloxymethyl)cyclohexyl)phenyl]pyridine, 9.6 ml of acetonitrile and 2.4 ml of water is treated at 0° C. with 1.25 g of cer-(IV) ammonium nitrate. After 10 minutes the reaction mixture is diluted with water and extracted with diethyl ether. The organic phase is washed several times with water, then dried over magnesium sulphate and evaporated. Purification of the residue by chromatography on silica gel gives 5-hexyl-2-[p-(trans-4-(hydroxymethyl)... Reactants: O=C([O-])[O-], Cc1cccc2c1c(C[N+](C)(C)C)cn2C, COC(=O)Cn1c(=O)[nH]c2cnccc2c1=O, CN(C)C=O, [I-], [K+], [K+], O. Yields the product COC(=O)Cn1c(=O)c2ccncc2n(Cc2cn(C)c3cccc(C)c23)c1=O. Reaction SMILES: [C:35](=[O:36])([O-:37])[O-:38].[CH3:19][n:20]1[cH:21][c:22]([CH2:30][N+:31]([CH3:32])([CH3:33])[CH3:34])[c:23]2[c:24]([CH3:29])[cH:25][cH:26][cH:27][c:28]12.[CH3:1][O:2][C:3]([CH2:4][n:5]1[c:6](=[O:16])[nH:7][c:8]2[c:9]([c:10]1=[O:11])[cH:12][cH:13][n:14][cH:15]2)=[O:17].[CH3:42][N:43]([CH3:44])[CH:45]=[O:46].[I-:18].[K+:39].[K+:40].[OH2:41]>>[CH3:1][O:2][C:3]([CH2:4][n:5]1[c:6](=[O:16])[n:7]([CH2:30][c:22]2[cH:21][n:20]([CH3:19])[c:28]3[c:23]2[c:24]([CH3:29])[cH:25][cH:26][cH:27]3)[c:8]2[c:9]([c:10]1=[O:11])[cH:12][cH:13][n:14][cH:15]2)=[O:17].